From a dataset of the Open Reaction Database (ORD), a public repository of structured organic reaction records. describe an organic reaction: reactants, conditions, products, and yield Starting materials: ClC=1N(C=C(N1)[N+](=O)[O-])CC1(CCN(CC1)C(CN1CCN(CC1)C(=O)OC(C)(C)C)=O)O (Tert-butyl 4-{2-[4-(2-chloro-4-nitroimidazol-1-ylmethyl)-4-hydroxypiperidin-1-yl]-2-oxoethyl}-piperazine carboxylate), [H-].[Na+] (sodium hydride). The product is [N+](=O)([O-])C=1N=C2OC3(CCN(CC3)C(CN3CCN(CC3)C(=O)OC(C)(C)C)=O)CN2C1 (tert-butyl 4-[2-(2,3-dihydro-6-nitrospiro[imidazo[2,1-b]oxazol-2,4′-piperidine]-1′-yl)-2-oxoethyl]piperazine-1-carboxylate). Reaction SMILES: Cl[C:2]1[N:3]([CH2:10][C:11]2([OH:33])[CH2:16][CH2:15][N:14]([C:17](=[O:32])[CH2:18][N:19]3[CH2:24][CH2:23][N:22]([C:25]([O:27][C:28]([CH3:31])([CH3:30])[CH3:29])=[O:26])[CH2:21][CH2:20]3)[CH2:13][CH2:12]2)[CH:4]=[C:5]([N+:7]([O-:9])=[O:8])[N:6]=1.[H-].[Na+]>O1CCOCC1>[N+:7]([C:5]1[N:6]=[C:2]2[N:3]([CH:4]=1)[CH2:10][C:11]1([CH2:16][CH2:15][N:14]([C:17](=[O:32])[CH2:18][N:19]3[CH2:24][CH2:23][N:22]([C:25]([O:27][C:28]([CH3:31])([CH3:30])[CH3:29])=[O:26])[CH2:21][CH2:20]3)[CH2:13][CH2:12]1)[O:33]2)([O-:9])=[O:8] |f:1.2|. Reported procedure: Tert-butyl 4-{2-[4-(2-chloro-4-nitroimidazol-1-ylmethyl)-4-hydroxypiperidin-1-yl]-2-oxoethyl}-piperazine carboxylate prepared in Example 650 (2.58 g, 5.3 mmol) was dissolved in dioxane (30 ml). To the solution, sodium hydride (254 mg, 6.36 mmol) was added with cooling on ice-bath followed by stirring under reflux overnight. The reaction mixture was concentrated under reduced pressure. To the residue, ice-water and ethyl acetate were added followed by stirring vigorously. The precipitates were fi... Isolated yield 41.7%. Run in O1CCOCC1 (dioxane). Starting materials: crude product, C(C)[Mg]Br (ethyl magnesium bromide), COC(CCCCC1C2CC(CC2CC1)=O)CC (2-(5-Methoxyhept-1-yl)bicyclo[3.3.0]octan-7-one). Solvent: C(C)OCC (diethyl ether), CCOCC (ether). The product is COC(CCCCC1C2CC(CC2CC1)(O)C)CC (2-(5-Methoxyhept-1-yl)-7-methyl-bicyclo[3.3.0]octan-7-ol). Reaction SMILES: [CH3:1][O:2][CH:3]([CH2:17][CH3:18])[CH2:4][CH2:5][CH2:6][CH2:7][CH:8]1[CH2:15][CH2:14][CH:13]2[CH:9]1[CH2:10][C:11](=[O:16])[CH2:12]2.[CH2:19]([Mg]Br)C>CCOCC>[CH3:1][O:2][CH:3]([CH2:17][CH3:18])[CH2:4][CH2:5][CH2:6][CH2:7][CH:8]1[CH2:15][CH2:14][CH:13]2[CH:9]1[CH2:10][C:11]([CH3:19])([OH:16])[CH2:12]2. Procedure: 2-(5-Methoxyhept-1-yl)bicyclo[3.3.0]octan-7-one {hexahydro-4-(5-methoxyheptyl)-2(1H)-pentalenone} (4 g, 0.0158 moles) diluted in ether is added dropwise to a stirring solution of ethyl magnesium bromide (0.0158 moles) dissolved with diethyl ether. The mixture is cooled in an ice bath during the addition. The ice bath is removed and the solution stirred for an additional hour. The reaction is quenched with water and a 15% sulfuric acid solution. The organic phase is separated and the solvent remo...